From a dataset of the Open Reaction Database (ORD), a public repository of structured organic reaction records. describe an organic reaction: reactants, conditions, products, and yield The reactants are BrC=1C=C2C(=NC1)N=C(N2COC)NCC (6-bromo-N-ethyl-1-[(methyloxy)methyl]-1H-imidazo[4,5-b]pyridin-2-amine), CC1=NC=2CCC(CC2C(=N1)N1CCOC2=C(C1)C=C(C=C2)B(O)O)(C)C ([4-(2,6,6-trimethyl-5,6,7,8-tetrahydroquinazolin-4-yl)-2,3,4,5-tetrahydro-1,4-benzoxazepin-7-yl]boronic acid). The product is C(C)NC=1NC=2C(=NC=C(C2)C=2C=CC3=C(CN(CCO3)C3=NC(=NC=4CCC(CC34)(C)C)C)C2)N1 (N-ethyl-6-[4-(2,6,6-trimethyl-5,6,7,8-tetrahydroquinazolin-4-yl)-2,3,4,5-tetrahydro-1,4-benzoxazepin-7-yl]-1H-imidazo[4,5-b]pyridin-2-amine). Reaction SMILES: Br[C:2]1[CH:3]=[C:4]2[N:10](COC)[C:9]([NH:14][CH2:15][CH3:16])=[N:8][C:5]2=[N:6][CH:7]=1.[CH3:17][C:18]1[N:27]=[C:26]([N:28]2[CH2:34][C:33]3[CH:35]=[C:36](B(O)O)[CH:37]=[CH:38][C:32]=3[O:31][CH2:30][CH2:29]2)[C:25]2[CH2:24][C:23]([CH3:43])([CH3:42])[CH2:22][CH2:21][C:20]=2[N:19]=1>>[CH2:15]([NH:14][C:9]1[NH:10][C:4]2[C:5]([N:8]=1)=[N:6][CH:7]=[C:2]([C:36]1[CH:37]=[CH:38][C:32]3[O:31][CH2:30][CH2:29][N:28]([C:26]4[C:25]5[CH2:24][C:23]([CH3:42])([CH3:43])[CH2:22][CH2:21][C:20]=5[N:19]=[C:18]([CH3:17])[N:27]=4)[CH2:34][C:33]=3[CH:35]=1)[CH:3]=2)[CH3:16]. Reported procedure: Prepared according to the method of example 5 by using 6-bromo-N-ethyl-1-[(methyloxy)methyl]-1H-imidazo[4,5-b]pyridin-2-amine (reagent preparation 36) and [4-(2,6,6-trimethyl-5,6,7,8-tetrahydroquinazolin-4-yl)-2,3,4,5-tetrahydro-1,4-benzoxazepin-7-yl]boronic acid (reagent preparation 23) in step 1 followed by MOM deprotection. 1H NMR (400 MHz, methanol-d4): 8.15 (d, 1H), 7.64 (d, 1H), 7.55 (d, 1H), 7.43 (dd, 1H), 7.06 (d, 1H), 4.71 (s, 2H), 4.31 (m, 2H), 3.99 (m, 2H), 3.46 (q, 2H), 2.75 (t, 2H),... Reactants: CCC(O)Br, CCOC(C)=O, [H-], [Na+], C1CCOC1, OCCOCCOCCO. The product is CCCOCCOCCOCCO. Reaction SMILES: [Br:13][CH:14]([CH2:15][CH3:16])[OH:17].[CH3:18][CH2:19][O:20][C:21](=[O:22])[CH3:23].[H-:11].[Na+:12].[O:24]1[CH2:25][CH2:26][CH2:27][CH2:28]1.[OH:1][CH2:2][CH2:3][O:4][CH2:5][CH2:6][O:7][CH2:8][CH2:9][OH:10]>>[O:1]([CH2:2][CH2:3][O:4][CH2:5][CH2:6][O:7][CH2:8][CH2:9][OH:10])[CH2:14][CH2:15][CH3:16]. Starting materials: OC1CCN(CC1)C(=O)OC(C)(C)C (tert-Butyl 4-hydroxypiperidine-1-carboxylate), ClCCCl (DCE), TEA, C(C1=CC=CC=C1)(=O)Cl (benzoyl chloride), C(O)([O-])=O.[Na+] (sodium hydrogen carbonate). The solvent is CCOC(=O)C (EtOAc). Reaction conditions: time 1 hour. Yields the product C(C1=CC=CC=C1)(=O)OC1CCNCC1 (piperidin-4-yl benzoate). Isolated yield 101.3%. RXN SMILES: [OH:1][CH:2]1[CH2:7][CH2:6][N:5](C(OC(C)(C)C)=O)[CH2:4][CH2:3]1.ClCCCl.[C:19](Cl)(=[O:26])[C:20]1[CH:25]=[CH:24][CH:23]=[CH:22][CH:21]=1.C(=O)([O-])O.[Na+]>CCOC(C)=O>[C:19]([O:1][CH:2]1[CH2:3][CH2:4][NH:5][CH2:6][CH2:7]1)(=[O:26])[C:20]1[CH:25]=[CH:24][CH:23]=[CH:22][CH:21]=1 |f:3.4|. Procedure: tert-Butyl 4-hydroxypiperidine-1-carboxylate (3.0 g) was mixed with DCE (30 ml), and TEA (3.0 ml) and benzoyl chloride (2.4 g) was added thereto, followed by stirring at room temperature for 1 hour. A saturated aqueous sodium hydrogen carbonate solution and EtOAc were added to the reaction mixture, and the organic layer was dried over Na2SO4 and concentrated under reduced pressure. The obtained residue was mixed with DCE (30 ml), and TFA (10 ml) was added thereto, followed by stirring at room te...